The task is: describe an organic reaction: reactants, conditions, products, and yield. This data is from the Open Reaction Database (ORD), a public repository of structured organic reaction records. Starting materials: O=C([O-])[O-], CS(C)=O, O=C(NC(COCC1CCNCC1)c1ccccc1Cl)c1ccc2c(Cl)c[nH]c2c1, O=S(=O)(OCC(F)(F)F)C(F)(F)F, [K+], [K+], O. The product is O=C(NC(COCC1CCN(CC(F)(F)F)CC1)c1ccccc1Cl)c1ccc2c(Cl)c[nH]c2c1. RXN SMILES: [C:31](=[O:32])([O-:33])[O-:34].[CH3:51][S:52]([CH3:53])=[O:54].[Cl:1][c:2]1[cH:3][nH:4][c:5]2[cH:6][c:7]([C:11](=[O:12])[NH:13][CH:14]([CH2:15][O:16][CH2:17][CH:18]3[CH2:19][CH2:20][NH:21][CH2:22][CH2:23]3)[c:24]3[c:25]([Cl:30])[cH:26][cH:27][cH:28][cH:29]3)[cH:8][cH:9][c:10]12.[F:37][C:38]([F:39])([F:40])[S:41]([O:42][CH2:43][C:44]([F:45])([F:46])[F:47])(=[O:48])=[O:49].[K+:35].[K+:36].[OH2:50]>>[Cl:1][c:2]1[cH:3][nH:4][c:5]2[cH:6][c:7]([C:11](=[O:12])[NH:13][CH:14]([CH2:15][O:16][CH2:17][CH:18]3[CH2:19][CH2:20][N:21]([CH2:43][C:44]([F:45])([F:46])[F:47])[CH2:22][CH2:23]3)[c:24]3[c:25]([Cl:30])[cH:26][cH:27][cH:28][cH:29]3)[cH:8][cH:9][c:10]12. As a reaction SMILES: [Cl:1][CH2:2][C:3]([CH3:17])([CH3:16])[C:4]([N:6]([CH2:8][C:9]1[CH:14]=[CH:13][CH:12]=[CH:11][C:10]=1[Cl:15])[OH:7])=[O:5].[C:18](Cl)(=[O:25])[C:19]1[CH:24]=[CH:23][CH:22]=[CH:21][CH:20]=1.N1C=CC=CC=1>C(Cl)Cl>[C:18]([O:7][N:6]([CH2:8][C:9]1[CH:14]=[CH:13][CH:12]=[CH:11][C:10]=1[Cl:15])[C:4](=[O:5])[C:3]([CH3:17])([CH3:16])[CH2:2][Cl:1])(=[O:25])[C:19]1[CH:24]=[CH:23][CH:22]=[CH:21][CH:20]=1. Product: C(C1=CC=CC=C1)(=O)ON(C(C(CCl)(C)C)=O)CC1=C(C=CC=C1)Cl (N-benzoyloxy-3-chloro-N-(2-chlorophenyl)methyl-2,2-dimethylpropanamide). The reactants are ClCC(C(=O)N(O)CC1=C(C=CC=C1)Cl)(C)C (3-chloro-N-(2-chlorophenyl)methyl-N-hydroxy-2,2-dimethylpropanamide), C(C1=CC=CC=C1)(=O)Cl (benzoyl chloride), N1=CC=CC=C1 (pyridine). Procedure details: A stirred solution of 2.0 grams (0.007 mole) of 3-chloro-N-(2-chlorophenyl)methyl-N-hydroxy-2,2-dimethylpropanamide (prepared in Example 1) in 25 ml of methylene chloride was placed under an argon atmosphere and cooled to 0° C. To this was added 0.98 gram (0.007 mole) of benzoyl chloride in 5 ml of methylene chloride followed by 0.63 gram (0.008 mole) of pyridine. Upon completion of addition the reaction mixture was heated under reflux for 16 hours. The reaction mixture was diluted with methylen... The yield is 154.0%. Run in C(Cl)Cl (methylene chloride), C(Cl)Cl (methylene chloride), C(Cl)Cl (methylene chloride). Run at temperature 0 celsius. Reactants: [H-].[Na+] (sodium hydride), ClC=1C(=NC(=NC1)SC)C(=O)OC (methyl 5-chloro-2-(methylsulfanyl)pyrimidine-4-carboxylate), SCC(=O)OC (methyl sulfanylacetate). The solvent is CN(C)C=O (DMF). Reaction conditions: temperature 60 celsius, time 15 minute. The product is COC(=O)C1=C(C=2N=C(N=CC2S1)SC)[O-].[Na+] (sodium 6-(methoxycarbonyl)-2-(methylsulfanyl)thieno[3,2-d]pyrimidin-7-olate). The yield is 47.1%. As a reaction SMILES: [H-].[Na+:2].Cl[C:4]1[C:5]([C:12]([O:14]C)=O)=[N:6][C:7]([S:10][CH3:11])=[N:8][CH:9]=1.[SH:16][CH2:17][C:18]([O:20][CH3:21])=[O:19]>CN(C=O)C>[CH3:21][O:20][C:18]([C:17]1[S:16][C:4]2[CH:9]=[N:8][C:7]([S:10][CH3:11])=[N:6][C:5]=2[C:12]=1[O-:14])=[O:19].[Na+:2] |f:0.1,5.6|. Procedure: 1.2 g of sodium hydride (60% in oil) are added slowly to a mixture of 6.0 g of methyl 5-chloro-2-(methylsulfanyl)pyrimidine-4-carboxylate 2 and 3.0 g of methyl sulfanylacetate in 60 ml of DMF. After 15 min at ambient temperature, the mixture is heated at 60° C. for 3 h, and then cooled to ambient temperature overnight. The resulting suspension is filtered and the solid is washed with ethyl acetate and dried under vacuum so as to obtain 3.6 g of sodium 6-(methoxycarbonyl)-2-(methylsulfanyl)thieno... The reactants are CC(CC=1C=C(C=C(O)C1)O)CCCCC (5-(2-methylheptyl)resorcinol), C(C)(=O)C1C(CC(CC1)C)=O (2-acetyl-5-methylcyclohexanone). The product is OC1=CC(=CC=2OC=3CC(CCC3C(C12)C)C)CC(CCCCC)C (5,6,7,8-Tetrahydro-1-hydroxy-3-(2-methylheptyl)-6,9-dimethylxanthene). Reaction SMILES: [CH3:1][CH:2]([CH2:12][CH2:13][CH2:14][CH2:15][CH3:16])[CH2:3][C:4]1[CH:5]=[C:6]([OH:11])[CH:7]=[C:8]([CH:10]=1)[OH:9].[C:17]([CH:20]1[CH2:25][CH2:24][CH:23]([CH3:26])[CH2:22][C:21]1=O)(=O)[CH3:18]>>[OH:11][C:6]1[C:7]2[CH:17]([CH3:18])[C:20]3[CH2:25][CH2:24][CH:23]([CH3:26])[CH2:22][C:21]=3[O:9][C:8]=2[CH:10]=[C:4]([CH2:3][CH:2]([CH3:1])[CH2:12][CH2:13][CH2:14][CH2:15][CH3:16])[CH:5]=1. Reported procedure: When 5-(2-methylheptyl)resorcinol is reacted with 2-acetyl-5-methylcyclohexanone as described in Example 1 the title compound is obtained. Starting materials: ClC1=NC(=C(C(=C1C#N)C1=CC=C(C=C1)OCCO)C#N)SCC=1N=C(SC1)C1=CC=C(C=C1)Cl (2-chloro-6-({(2-(4-chlorophenyl)-1,3-thiazol-4-yl)methyl}sulfanyl)-4-(4-(2-hydroxyethoxy)phenyl)pyridine-3,5-dicarbonitrile), N1CCCC1 (pyrrolidine), O (water). Procedure: At RT, 90 mg (0.17 mmol) of 2-chloro-6-({(2-(4-chlorophenyl)-1,3-thiazol-4-yl)methyl}sulfanyl)-4-(4-(2-hydroxyethoxy)phenyl)pyridine-3,5-dicarbonitrile (Example 2A) and 30 μl (0.37 mmol) of pyrrolidine were stirred in 2.3 ml of THF for 30 min. About 12 ml of water were added to the reaction mixture, the suspension formed was freed from THF on a rotary evaporator, and the precipitate formed was filtered off and washed with water and dried under high vacuum. This gave 78 mg (81% of theory) of the ... RXN SMILES: Cl[C:2]1[C:7]([C:8]#[N:9])=[C:6]([C:10]2[CH:15]=[CH:14][C:13]([O:16][CH2:17][CH2:18][OH:19])=[CH:12][CH:11]=2)[C:5]([C:20]#[N:21])=[C:4]([S:22][CH2:23][C:24]2[N:25]=[C:26]([C:29]3[CH:34]=[CH:33][C:32]([Cl:35])=[CH:31][CH:30]=3)[S:27][CH:28]=2)[N:3]=1.[NH:36]1[CH2:40][CH2:39][CH2:38][CH2:37]1.O>C1COCC1>[Cl:35][C:32]1[CH:31]=[CH:30][C:29]([C:26]2[S:27][CH:28]=[C:24]([CH2:23][S:22][C:4]3[C:5]([C:20]#[N:21])=[C:6]([C:10]4[CH:15]=[CH:14][C:13]([O:16][CH2:17][CH2:18][OH:19])=[CH:12][CH:11]=4)[C:7]([C:8]#[N:9])=[C:2]([N:36]4[CH2:40][CH2:39][CH2:38][CH2:37]4)[N:3]=3)[N:25]=2)=[CH:34][CH:33]=1. The solvent is C1CCOC1 (THF). Yields the product ClC1=CC=C(C=C1)C=1SC=C(N1)CSC1=NC(=C(C(=C1C#N)C1=CC=C(C=C1)OCCO)C#N)N1CCCC1 ({(2-(4-Chlorophenyl)-1,3-thiazol-4-ylmethyl}sulfanyl)-4-(4-(2-hydroxyethoxy)phenyl)-6-(pyrrolidin-1-yl)pyridine-3,5-dicarbonitrile). The reactants are O=C([O-])[O-], CCOC(C)=O, O=C(OCc1ccccc1)N1CCCC(CI)C1, CCCCCC, CC#N, [Cs+], [Cs+], Oc1ccc(OC(F)(F)F)cc1. Yields the product O=C(OCc1ccccc1)N1CCCC(COc2ccc(OC(F)(F)F)cc2)C1. As a reaction SMILES: [C:31](=[O:32])([O-:33])[O-:34].[C:37]([O:38][CH2:39][CH3:40])(=[O:41])[CH3:42].[CH2:1]([c:2]1[cH:3][cH:4][cH:5][cH:6][cH:7]1)[O:8][C:9](=[O:10])[N:11]1[CH2:12][CH:13]([CH2:17][I:18])[CH2:14][CH2:15][CH2:16]1.[CH3:43][CH2:44][CH2:45][CH2:46][CH2:47][CH3:48].[CH3:49][C:50]#[N:51].[Cs+:35].[Cs+:36].[F:19][C:20]([O:21][c:22]1[cH:23][cH:24][c:25]([OH:28])[cH:26][cH:27]1)([F:29])[F:30]>>[CH2:1]([c:2]1[cH:3][cH:4][cH:5][cH:6][cH:7]1)[O:8][C:9](=[O:10])[N:11]1[CH2:12][CH:13]([CH2:17][O:28][c:25]2[cH:24][cH:23][c:22]([O:21][C:20]([F:19])([F:29])[F:30])[cH:27][cH:26]2)[CH2:14][CH2:15][CH2:16]1. The reactants are NC=1C=C(C(=O)OC)C=CC1 (methyl 3-aminobenzoate), COC1OC(CC1)OC (2,5-dimethoxytetrahydrofuran). Solvent: C(C)(=O)O (acetic acid). Product: N1(C=CC=C1)C=1C=C(C(=O)OC)C=CC1 (methyl 3-(pyrrol-1-yl)benzoate). RXN SMILES: [NH2:1][C:2]1[CH:3]=[C:4]([CH:9]=[CH:10][CH:11]=1)[C:5]([O:7][CH3:8])=[O:6].CO[CH:14]1[CH2:18][CH2:17][CH:16](OC)O1>C(O)(=O)C>[N:1]1([C:2]2[CH:3]=[C:4]([CH:9]=[CH:10][CH:11]=2)[C:5]([O:7][CH3:8])=[O:6])[CH:14]=[CH:18][CH:17]=[CH:16]1. Reported procedure: The mixture of methyl 3-aminobenzoate (110.0 g) and 2,5-dimethoxytetrahydrofuran (141.4 ml) in acetic acid (330 ml) was heated under reflux for 50 minutes under stirring and the solvent was removed by concentration in vacuo. To the residue was added a mixture of ethyl acetate and water, and adjusted to pH 8 with potassium carbonate. The separated organic layer was washed with water and dried over magnesium sulfate. Evaporation of a solvent gave a residue, which was purified by column chromatogra... Starting materials: N.B (ammonia borane), [H][H] (hydrogen), TEFLON, [N+](=O)([O-])C1NC(=CN1[N+](=O)[O-])[N+](=O)[O-] (2,3,5-trinitro-1H-imidazole), PTFE. The solvent is glass. Run at temperature -196 celsius, time 30 minute. The product is [N+](=O)([O-])C1N(C(=CN1[N+](=O)[O-])[N+](=O)[O-])[B-](N1C(N(C=C1[N+](=O)[O-])[N+](=O)[O-])[N+](=O)[O-])(N1C(N(C=C1[N+](=O)[O-])[N+](=O)[O-])[N+](=O)[O-])N1C(N(C=C1[N+](=O)[O-])[N+](=O)[O-])[N+](=O)[O-].[NH4+] (ammonium tetrakis(2,3,5-trinitro-1H-imidazolyl)borate). As a reaction SMILES: [N+:1]([CH:4]1[N:8]([N+:9]([O-:11])=[O:10])[CH:7]=[C:6]([N+:12]([O-:14])=[O:13])[NH:5]1)([O-:3])=[O:2].[NH3:15].[BH3:16].[H][H]>>[N+:1]([CH:4]1[N:8]([N+:9]([O-:11])=[O:10])[CH:7]=[C:6]([N+:12]([O-:14])=[O:13])[N:5]1[B-:16]([N:5]1[C:6]([N+:12]([O-:14])=[O:13])=[CH:7][N:8]([N+:9]([O-:11])=[O:10])[CH:4]1[N+:1]([O-:3])=[O:2])([N:5]1[C:6]([N+:12]([O-:14])=[O:13])=[CH:7][N:8]([N+:9]([O-:11])=[O:10])[CH:4]1[N+:1]([O-:3])=[O:2])[N:15]1[C:6]([N+:12]([O-:14])=[O:13])=[CH:7][N:8]([N+:9]([O-:11])=[O:10])[CH:4]1[N+:1]([O-:3])=[O:2])([O-:3])=[O:2].[NH4+:1] |f:1.2,4.5|. Procedure details: A 150 mL glass ampule equipped with a grease free high-vacuum PTFE valve and a TEFLON™ coated stir bar was flamed-out under vacuum. Inside the dry-box, the ampule was loaded with 1.62 g (8.00 mmol) 2,3,5-trinitro-1H-imidazole and 61.6 mg (2.00 mmol) ammonia borane. The ampule was connected to a vacuum line, evacuated and cooled to −196° C. About 10 mL of dry dimethoxyethane was slowly condensed into the ampule. The ampule was closed and allowed to warm to ambient temperature. After 30 minutes, t... Starting materials: [H-].[Na+] (Sodium hydride), ClC1=C(C=CC=C1Cl)S(=O)(=O)NC1=NC=C(N=C1Br)Br (2,3-dichloro-N-(3,5-dibromo-2-pyrazinyl)benzenesulphonamide), C(C)(C)(C)OC(=O)N1C(CCC1)CO (2-hydroxymethylpyrrolidine-1-carboxylic acid tert-butyl ester). Solvent: COCCOC (1,2-dimethoxyethane). Reaction conditions: time 0.5 hour. Product: C(C)(=O)OCC.CCCC(C)C (ethyl acetate iso-hexane), BrC=1N=C(C(=NC1)NS(=O)(=O)C1=C(C(=CC=C1)Cl)Cl)OC[C@H]1NCCC1 (N-[5-Bromo-3-[(2S)-2-pyrrolidinylmethoxy]-2-pyrazinyl]-2,3-dichlorobenzenesulphonamide). Reaction SMILES: [H-].[Na+].[Cl:3][C:4]1[C:9]([Cl:10])=[CH:8][CH:7]=[CH:6][C:5]=1[S:11]([NH:14][C:15]1[C:20](Br)=[N:19][C:18]([Br:22])=[CH:17][N:16]=1)(=[O:13])=[O:12].[C:23]([O:27][C:28]([N:30]1[CH2:34][CH2:33][CH2:32][CH:31]1[CH2:35][OH:36])=[O:29])(C)(C)[CH3:24]>COCCOC>[C:28]([O:27][CH2:23][CH3:24])(=[O:29])[CH3:4].[CH3:34][CH2:33][CH2:32][CH:31]([CH3:35])[CH3:4].[Br:22][C:18]1[N:19]=[C:20]([O:36][CH2:35][C@@H:31]2[CH2:32][CH2:33][CH2:34][NH:30]2)[C:15]([NH:14][S:11]([C:5]2[CH:6]=[CH:7][CH:8]=[C:9]([Cl:10])[C:4]=2[Cl:3])(=[O:13])=[O:12])=[N:16][CH:17]=1 |f:0.1,5.6|. Reported procedure: Sodium hydride (0.026 g of a 60% dispersion in oil) was added to a mixture of 2,3-dichloro-N-(3,5-dibromo-2-pyrazinyl)benzenesulphonamide (Example 31a) (0.1 g) and 2-hydroxymethylpyrrolidine-1-carboxylic acid tert-butyl ester (0.088 g) in 1,2-dimethoxyethane (2 mL). After 0.5 h, the reaction mixture was partitioned between 2N hydrochloric acid and ethyl acetate. The organic solution was dried (MgSO4) and evaporated. Chromatography on silica gel eluting with ethyl acetate/iso-hexane mixtures gave...